This data is from the Open Reaction Database (ORD), a public repository of structured organic reaction records. The task is: describe an organic reaction: reactants, conditions, products, and yield Reactants: C(=O)NC=1SC=C(N1)C(C(=O)NC1[C@@H]2N(C(=C(CS2)CSC2=NN=NN2CC=C)C(=O)O)C1=O)=NOCC#N (7-[2-(2-formamidothiazol-4-yl)-2-cyanomethoxyiminoacetamido]-3-(1-allyl-1H-tetrazol-5-yl)thiomethyl-3-cephem-4-carboxylic acid), Cl (hydrochloric acid), O1CCCC1 (tetrahydrofuran). Solvent: CO (methanol). Yields the product NC=1SC=C(N1)C(C(=O)NC1[C@@H]2N(C(=C(CS2)CSC2=NN=NN2CC=C)C(=O)O)C1=O)=NOCC#N (7-[2-(2-aminothiazol-4-yl)-2-cyanomethoxyiminoacetamido]-3-(1-allyl-1H-tetrazol-5-yl)thiomethyl-3-cephem-4-carboxylic acid). Isolated yield 70.0%. As a reaction SMILES: C([NH:3][C:4]1[S:5][CH:6]=[C:7]([C:9](=[N:35][O:36][CH2:37][C:38]#[N:39])[C:10]([NH:12][CH:13]2[C:33](=[O:34])[N:15]3[C:16]([C:30]([OH:32])=[O:31])=[C:17]([CH2:20][S:21][C:22]4[N:26]([CH2:27][CH:28]=[CH2:29])[N:25]=[N:24][N:23]=4)[CH2:18][S:19][C@H:14]23)=[O:11])[N:8]=1)=O.Cl.O1CCCC1>CO>[NH2:3][C:4]1[S:5][CH:6]=[C:7]([C:9](=[N:35][O:36][CH2:37][C:38]#[N:39])[C:10]([NH:12][CH:13]2[C:33](=[O:34])[N:15]3[C:16]([C:30]([OH:32])=[O:31])=[C:17]([CH2:20][S:21][C:22]4[N:26]([CH2:27][CH:28]=[CH2:29])[N:25]=[N:24][N:23]=4)[CH2:18][S:19][C@H:14]23)=[O:11])[N:8]=1. Reported procedure: A solution of 7-[2-(2-formamidothiazol-4-yl)-2-cyanomethoxyiminoacetamido]-3-(1-allyl-1H-tetrazol-5-yl)thiomethyl-3-cephem-4-carboxylic acid (syn isomer, 2.1 g.) and conc. hydrochloric acid (1.6 g.) in methanol 21 ml.) and tetrahydrofuran (5 ml.) was treated in a similar manner to that of Example 9-(2) to give 7-[2-(2-aminothiazol-4-yl)-2-cyanomethoxyiminoacetamido]-3-(1-allyl-1H-tetrazol-5-yl)thiomethyl-3-cephem-4-carboxylic acid (syn isomer, 1.40 g.). As a reaction SMILES: [CH3:1][C:2]1([CH3:23])[C:10]2[C:5](=[CH:6][C:7]([C:11]([O:13][CH3:14])=[O:12])=[CH:8][CH:9]=2)[C:4](OS(C(F)(F)F)(=O)=O)=[CH:3]1.[Cl-].[Li+].[C:26]1([Sn](CCCC)(CCCC)CCCC)[CH:31]=[CH:30][CH:29]=[CH:28][CH:27]=1>O.C1C=CC(/C=C/C(/C=C/C2C=CC=CC=2)=O)=CC=1.C1C=CC(/C=C/C(/C=C/C2C=CC=CC=2)=O)=CC=1.C1C=CC(/C=C/C(/C=C/C2C=CC=CC=2)=O)=CC=1.[Pd].[Pd].C1([As](C2C=CC=CC=2)C2C=CC=CC=2)C=CC=CC=1>[CH3:1][C:2]1([CH3:23])[C:10]2[C:5](=[CH:6][C:7]([C:11]([O:13][CH3:14])=[O:12])=[CH:8][CH:9]=2)[C:4]([C:26]2[CH:31]=[CH:30][CH:29]=[CH:28][CH:27]=2)=[CH:3]1 |f:1.2,5.6.7.8.9|. The reactants are CC1(C=C(C2=CC(=CC=C12)C(=O)OC)OS(=O)(=O)C(F)(F)F)C (Methyl 1,1-dimethyl-3-(trifluoromethanesulfonyloxy)-1H-indene-5-carboxylate), [Cl-].[Li+] (lithium chloride), C1(=CC=CC=C1)[Sn](CCCC)(CCCC)CCCC (phenyltributyltin). Reported procedure: Methyl 1,1-dimethyl-3-(trifluoromethanesulfonyloxy)-1H-indene-5-carboxylate (580 mg, 1.86 mmol ), tris(dibenzylideneacetone)dipalladium (0) (Pd2 dba3, 17 mg, 0.02 mmol), triphenylarsine (46 mg, 0.15 mmol), lithium chloride (240 mg, 5.59 mmol) and phenyltributyltin (680 mg, 1.86 mmol) in 5 mL of 2-methyl pyrrolidinone were stirred at 55° C. for 1.5 days. The mixture was diluted with water (30 mL), and extracted with ethyl ether (30 mL×3). The combined extracts were dried over magnesium sulfate an... Yield: 83.1%. The product is CC1(C=C(C2=CC(=CC=C12)C(=O)OC)C1=CC=CC=C1)C (Methyl 1,1-dimethyl-3-phenyl-1H-indene-5-carboxylate). The reagents and catalysts are C=1C=CC(=CC1)/C=C/C(=O)/C=C/C2=CC=CC=C2.C=1C=CC(=CC1)/C=C/C(=O)/C=C/C2=CC=CC=C2.C=1C=CC(=CC1)/C=C/C(=O)/C=C/C2=CC=CC=C2.[Pd].[Pd] (tris(dibenzylideneacetone)dipalladium), C1(=CC=CC=C1)[As](C1=CC=CC=C1)C1=CC=CC=C1 (triphenylarsine). The solvent is O (water), 2-methyl pyrrolidinone. Reactants: O=C(Cl)c1cccc(Br)c1, N#Cc1ccc(F)cc1Br, C1CCOC1, [Zn]. Yields the product N#Cc1ccc(F)cc1C(=O)c1cccc(Br)c1. Reaction SMILES: [Br:11][c:12]1[cH:13][c:14]([C:15](=[O:16])[Cl:17])[cH:18][cH:19][cH:20]1.[Br:1][c:2]1[c:3]([C:4]#[N:5])[cH:6][cH:7][c:8]([F:10])[cH:9]1.[O:21]1[CH2:22][CH2:23][CH2:24][CH2:25]1.[Zn:26]>>[c:2]1([C:15]([c:14]2[cH:13][c:12]([Br:11])[cH:20][cH:19][cH:18]2)=[O:16])[c:3]([C:4]#[N:5])[cH:6][cH:7][c:8]([F:10])[cH:9]1. RXN SMILES: C[C@H]1OC(=O)[C@H]([C:34]2[CH:39]=[CH:38][CH:37]=[CH:36][CH:35]=2)N(C)C(=O)[C@H](C)NC(=O)C([C@H](C(C)C)C)N(C)C(=O)CN(C)C(=O)[C@@H]2N(C[C@H](O)C2)C(=O)[C@@H](CC(C)C)NC(=O)[C@H]1NC(C1N=CC=CC=1O)=O.CC1[O:96][C:94](=[O:95])[CH:93](C2C=CC=CC=2)[N:92](C)[C:90](=O)C(C)NC(=O)C(C(C(C)C)C)N(C)C(=O)CN(C)C(=O)C2N(CC(O)C2)C(=O)C(CC(C)C)NC(=O)C1NC(C1N=CC=CC=1O)=O.C[C@H]1OC(=O)[C@H]2CSC(C(NCC=CC=C[C@@H](O)C[C@@H](O)CC3OC=C(C(N2)=O)N=3)=O)=CC1>>[C:34]1([N:92]([CH2:93][C:94]([OH:96])=[O:95])[CH3:90])[CH:35]=[CH:36][CH:37]=[CH:38][CH:39]=1. Product: C1(=CC=CC=C1)N(C)CC(=O)O (phenylsarcosine). The reactants are C[C@@H]1C/C=C\2/C(=O)NC/C=C\C=C/[C@H](C[C@H](CC3=NC(=CO3)C(=O)N[C@H](CS2)C(=O)O1)O)O (griseoviridin), C[C@@H]1[C@@H](C(=O)N[C@@H](C(=O)N2C[C@@H](C[C@@H]2C(=O)N(CC(=O)N(C(C(=O)N[C@H](C(=O)N([C@H](C(=O)O1)C3=CC=CC=C3)C)C)[C@@H](C)C(C)C)C)C)O)CC(C)C)NC(=O)C4=C(C=CC=N4)O (neoviridogrisein IV), CC1C(C(=O)NC(C(=O)N2CC(CC2C(=O)N(CC(=O)N(C(C(=O)NC(C(=O)N(C(C(=O)O1)C3=CC=CC=C3)C)C)C(C)C(C)C)C)C)O)CC(C)C)NC(=O)C4=C(C=CC=N4)O (viridogrisein), C[C@@H]1C/C=C\2/C(=O)NC/C=C\C=C/[C@H](C[C@H](CC3=NC(=CO3)C(=O)N[C@H](CS2)C(=O)O1)O)O (griseoviridin). Procedure: In addition the identity of neoviridogrisein IV with viridogrisein was further confirmed by IR, UV, NMR and mass spectrometry, thin layer chromatography, hydrolysate analysis and antimicrobial spectrometry. On the other hand, the griseoviridin preparation obtained in Example 5 was crystallized in warm methanol to yield needle crystals. Then a part of the needle crystals were compared and identified with an authentic preparation of griseoviridin by IR, UV, NMR and mass spectrometry, thin layer ch... Reactants: ClC1=C2C=CC(=NC2=NC=C1)C (5-Chloro-2-methyl-[1,8]naphthyridine), C(C)OC1=CC=C(C=C1)SC1=C(C=C(C=C1)C)[N+](=O)[O-] (1-(4-Ethoxy-phenylsulfanyl)-4-methyl-2-nitro-benzene). The product is C(C)OC1=CC=C(C=C1)SC1=C(C=C(C=C1)C)NC1=CC=NC2=NC(=CC=C12)C ([2-(4-Ethoxy-phenylsulfanyl)-5-methyl-phenyl]-(7-methyl-[1,8]naphthyridin-4-yl)-amine). As a reaction SMILES: Cl[C:2]1[CH:11]=[CH:10][N:9]=[C:8]2[C:3]=1[CH:4]=[CH:5][C:6]([CH3:12])=[N:7]2.[CH2:13]([O:15][C:16]1[CH:21]=[CH:20][C:19]([S:22][C:23]2[CH:28]=[CH:27][C:26]([CH3:29])=[CH:25][C:24]=2[N+:30]([O-])=O)=[CH:18][CH:17]=1)[CH3:14]>>[CH2:13]([O:15][C:16]1[CH:17]=[CH:18][C:19]([S:22][C:23]2[CH:28]=[CH:27][C:26]([CH3:29])=[CH:25][C:24]=2[NH:30][C:2]2[C:3]3[C:8](=[N:7][C:6]([CH3:12])=[CH:5][CH:4]=3)[N:9]=[CH:10][CH:11]=2)=[CH:20][CH:21]=1)[CH3:14]. Procedure details: The product from Example 1d (250 mg, 1.56 mmol) was reacted with the product from Example 54a (259 mg, 1.56 mmol) for 5 h following the procedure from Example 1g giving the crude title compound which was purified by HPLC with TFA providing the trifluoroacetic acid salt (241 mg, 30%). 1H NMR (300 MHz, DMSO-d6) δ ppm: 1.31 (t, J=6.99 Hz, 3H) 2.34 (s, 3H) 2.76 (s, 3H) 3.97 (q, J=6.99 Hz, 2H) 6.26 (d, J=7.35 Hz, 1H) 6.83 (d, J=8.82 Hz, 2H) 7.11 (d, J=7.72 Hz, 1H) 7.24 (d, J=8.82 Hz, 2H) 7.27 (s, 1H)... Reactants: OCC1CC2=CC=C(C=C2C1)O (2-Hydroxymethyl-indan-5-ol), C(=O)([O-])[O-].[K+].[K+] (K2CO3), ClC1=NC=C(C(=O)N)C=C1 (6-Chloronicotinamide). Run in C1(=CC=CC=C1)C (Toluene), CC(=O)N(C)C (DMA), C1(=CC=CC=C1)C (toluene). Run at time 5 hour. Product: OCC1CC2=CC=C(C=C2C1)OC1=NC=C(C(=O)N)C=C1 (6-(2-Hydroxymethyl-indan-5-yloxy)nicotinamide). Yield: 44.0%. RXN SMILES: [OH:1][CH2:2][CH:3]1[CH2:11][C:10]2[C:5](=[CH:6][CH:7]=[C:8]([OH:12])[CH:9]=2)[CH2:4]1.C([O-])([O-])=O.[K+].[K+].Cl[C:20]1[CH:28]=[CH:27][C:23]([C:24]([NH2:26])=[O:25])=[CH:22][N:21]=1>C1(C)C=CC=CC=1.CC(N(C)C)=O>[OH:1][CH2:2][CH:3]1[CH2:11][C:10]2[C:5](=[CH:6][CH:7]=[C:8]([O:12][C:20]3[CH:28]=[CH:27][C:23]([C:24]([NH2:26])=[O:25])=[CH:22][N:21]=3)[CH:9]=2)[CH2:4]1 |f:1.2.3|. Procedure details: Combine in a round bottom flask equipped with a stir, Dean Stark Trap filled with toluene, and reflux condenser 2-Hydroxymethyl-indan-5-ol (630.2 mg, 3.84 mmol), K2CO3 (690.0 mg, 5.0 mmol), 6-Chloronicotinamide (600.0 mg, 3.84 mmol) and a solution of DMA:Toluene (15:5 mL). After the reaction refluxes under nitrogen atmosphere for 5 hours, concentrate under reduced pressure and then add ethyl acetate. Wash the organic layer several times with water, then brine, and dry over Na2SO4. After concentr... Reactants: COC1(OCCC1)OC (dimethoxytetrahydrofuran), [Cl-].ClC1=CC=[NH+]C=C1 (4-chloropyridinium chloride), NC1=C(SC=C1C1=C(C=CC=C1)OC)C(=O)OC (Methyl 3-amino-4-(2-methoxyphenyl)-2-thiophenecarboxylate). Solvent: O1CCOCC1 (dioxane). Product: COC1=C(C=CC=C1)C=1C(=C(SC1)C(=O)OC)N1C=CC=C1 (Methyl 4-(2-methoxyphenyl)-3-(1H-1-pyrrolyl)-2-thiophenecarboxylate). RXN SMILES: CO[C:3]1(OC)[CH2:7][CH2:6][CH2:5]O1.[Cl-].ClC1C=C[NH+]=CC=1.[NH2:18][C:19]1[C:23]([C:24]2[CH:29]=[CH:28][CH:27]=[CH:26][C:25]=2[O:30][CH3:31])=[CH:22][S:21][C:20]=1[C:32]([O:34][CH3:35])=[O:33]>O1CCOCC1>[CH3:31][O:30][C:25]1[CH:26]=[CH:27][CH:28]=[CH:29][C:24]=1[C:23]1[C:19]([N:18]2[CH:3]=[CH:7][CH:6]=[CH:5]2)=[C:20]([C:32]([O:34][CH3:35])=[O:33])[S:21][CH:22]=1 |f:1.2|. Procedure details: 5.2 mmol of dimethoxytetrahydrofuran and 5.2 mmol of 4-chloropyridinium chloride in 100 ml of dioxane are stirred for 15 minutes at ambient temperature and then 5.2 mmol of the compound obtained in Step C are added. The reaction mixture is then heated at reflux of the solvent for 3 hours and subsequently filtered. After concentrating the filtrate under reduced pressure, the residue obtained is crystallised by trituration in ethyl ether, allowing the expected product to be isolated. Starting materials: CCCCCCCC(=O)O, Cn1cc(-c2ccccc2)c(-c2ccccc2)n1, CO, CCOCC, [Li+], [OH-], O, O. Yields the product O=C(O)CCCCCCCn1cc(-c2ccccc2)c(-c2ccccc2)n1. Reaction SMILES: [C:1]([CH2:2][CH2:3][CH2:4][CH2:5][CH2:6][CH2:7][CH3:8])(=[O:9])[OH:10].[CH3:11][n:12]1[n:13][c:14](-[c:23]2[cH:24][cH:25][cH:26][cH:27][cH:28]2)[c:15](-[c:17]2[cH:18][cH:19][cH:20][cH:21][cH:22]2)[cH:16]1.[CH3:32][OH:33].[CH3:35][CH2:36][O:37][CH2:38][CH3:39].[Li+:31].[OH-:30].[OH2:29].[OH2:34]>>[C:1]([CH2:2][CH2:3][CH2:4][CH2:5][CH2:6][CH2:7][CH2:8][n:12]1[n:13][c:14](-[c:23]2[cH:24][cH:25][cH:26][cH:27][cH:28]2)[c:15](-[c:17]2[cH:18][cH:19][cH:20][cH:21][cH:22]2)[cH:16]1)(=[O:9])[OH:10]. The reactants are COc1ccc(C2(O)CCC(c3ccccc3)(N(C)C)CC2)cc1, Cc1c[nH]c2ccccc12, C[Si](C)(C)OS(=O)(=O)C(F)(F)F, ClCCl, [Na+], O, [OH-]. The product is COc1ccc(C2(c3[nH]c4ccccc4c3C)CCC(c3ccccc3)(N(C)C)CC2)cc1. As a reaction SMILES: [CH3:11][N:12]([C:13]1([c:28]2[cH:29][cH:30][cH:31][cH:32][cH:33]2)[CH2:14][CH2:15][C:16]([OH:19])([c:20]2[cH:21][cH:22][c:23]([O:26][CH3:27])[cH:24][cH:25]2)[CH2:17][CH2:18]1)[CH3:34].[CH3:1][c:2]1[cH:3][nH:4][c:5]2[cH:6][cH:7][cH:8][cH:9][c:10]12.[CH3:35][Si:36]([O:37][S:38]([C:39]([F:40])([F:41])[F:42])(=[O:43])=[O:44])([CH3:45])[CH3:46].[Cl:49][CH2:50][Cl:51].[Na+:48].[O:52].[OH-:47]>>[CH3:1][c:2]1[c:3]([C:16]2([c:20]3[cH:21][cH:22][c:23]([O:26][CH3:27])[cH:24][cH:25]3)[CH2:15][CH2:14][C:13]([N:12]([CH3:11])[CH3:34])([c:28]3[cH:29][cH:30][cH:31][cH:32][cH:33]3)[CH2:18][CH2:17]2)[nH:4][c:5]2[cH:6][cH:7][cH:8][cH:9][c:10]12. The reactants are CCOC(=O)c1cn(-c2cccc(-c3cccnc3Cl)c2)cn1, CCO, [K+], [OH-]. The product is O=C(O)c1cn(-c2cccc(-c3cccnc3Cl)c2)cn1. RXN SMILES: [CH2:1]([CH3:2])[O:3][C:4](=[O:5])[c:6]1[n:7][cH:8][n:9](-[c:11]2[cH:12][c:13](-[c:17]3[c:18]([Cl:23])[n:19][cH:20][cH:21][cH:22]3)[cH:14][cH:15][cH:16]2)[cH:10]1.[CH3:26][CH2:27][OH:28].[K+:25].[OH-:24]>>[O:3]=[C:4]([OH:5])[c:6]1[n:7][cH:8][n:9](-[c:11]2[cH:12][c:13](-[c:17]3[c:18]([Cl:23])[n:19][cH:20][cH:21][cH:22]3)[cH:14][cH:15][cH:16]2)[cH:10]1.